Task: describe an organic reaction: reactants, conditions, products, and yield. Dataset: the Open Reaction Database (ORD), a public repository of structured organic reaction records The reactants are CC1(C2CN(CC12)C(CCC1=CSC=C1)=O)C=1C=C(C=CC1)NS(=O)(=O)C (N-(3-{6-methyl-3-[3-(3-thienyl)propanoyl]-3-azabicyclo[3.1.0]hex-6-yl}phenyl)methanesulfonamide), [H-].[Al+3].[Li+].[H-].[H-].[H-] (lithium aluminium hydride), O (water), C(O)([O-])=O.[Na+] (sodium hydrogen carbonate). Solvent: O1CCCC1 (tetrahydrofuran), C(C)(=O)OCC (ethyl acetate). Reaction conditions: time 2 hour. The product is CC1(C2CN(CC12)CCCC1=CSC=C1)C=1C=C(C=CC1)NS(=O)(=O)C (N-(3-{6-Methyl-3-[3-(3-thienyl)propyl]-3-azabicyclo[3.1.0]hex-6-yl}phenyl)methanesulfonamide). Yield: 56.4%. Reaction SMILES: [CH3:1][C:2]1([C:17]2[CH:18]=[C:19]([NH:23][S:24]([CH3:27])(=[O:26])=[O:25])[CH:20]=[CH:21][CH:22]=2)[CH:7]2[CH:3]1[CH2:4][N:5]([C:8](=O)[CH2:9][CH2:10][C:11]1[CH:15]=[CH:14][S:13][CH:12]=1)[CH2:6]2.[H-].[Al+3].[Li+].[H-].[H-].[H-].O.C(=O)([O-])O.[Na+]>O1CCCC1.C(OCC)(=O)C>[CH3:1][C:2]1([C:17]2[CH:18]=[C:19]([NH:23][S:24]([CH3:27])(=[O:25])=[O:26])[CH:20]=[CH:21][CH:22]=2)[CH:7]2[CH:3]1[CH2:4][N:5]([CH2:8][CH2:9][CH2:10][C:11]1[CH:15]=[CH:14][S:13][CH:12]=1)[CH2:6]2 |f:1.2.3.4.5.6,8.9|. Procedure: To a solution of N-(3-{6-methyl-3-[3-(3-thienyl)propanoyl]-3-azabicyclo[3.1.0]hex-6-yl}phenyl)methanesulfonamide (Preparation 126, 200 mg, 0.49 mmol) in anhydrous tetrahydrofuran (7.5 ml) under a nitrogen atmosphere at 0° C. was added dropwise lithium aluminium hydride (1.0M solution in tetrahydrofuran, 0.99 ml, 0.99 mmol) and the mixture was stirred at room temperature for 2 h. The rapidly stirred reaction mixture was treated sequentially with water (1 ml), sodium hydrogen carbonate (1.0 g) and...